Dataset: the Open Reaction Database (ORD), a public repository of structured organic reaction records. Task: describe an organic reaction: reactants, conditions, products, and yield Reactants: CON(C(C1=CC=C(C=C1)S(F)(F)(F)(F)F)=O)C (N-methoxy-N-methyl-4-(pentafluoro-λ6-sulfanyl)benzamide), C[Li] (methyl lithium). Run in C1CCOC1 (THF). Reaction conditions: temperature 0 celsius, time 2 hour. Product: FS(C1=CC=C(C=C1)C(C)=O)(F)(F)(F)F (1-[4-(Pentafluoro-λ6-sulfanyl)phenyl]ethanone). RXN SMILES: CON(C)[C:4](=[O:17])[C:5]1[CH:10]=[CH:9][C:8]([S:11]([F:16])([F:15])([F:14])([F:13])[F:12])=[CH:7][CH:6]=1.[CH3:19][Li]>C1COCC1>[F:12][S:11]([F:16])([F:15])([F:14])([F:13])[C:8]1[CH:9]=[CH:10][C:5]([C:4](=[O:17])[CH3:19])=[CH:6][CH:7]=1. Procedure details: To a solution of N-methoxy-N-methyl-4-(pentafluoro-λ6-sulfanyl)benzamide (Preparation 42, 3.0 g, 10.3 mmol) in THF (100 mL) at 0° C. was added drop-wise methyl lithium (1.5M solution, 10.3 mL, 15.5 mmol). The reaction was stirred at 0° C. for 2 hours, then quenched with a saturated aqueous solution of ammonium acetate. The reaction was extracted with ethyl acetate and dried over MgSO4 before concentrating in vacuo to afford the title compound that was used without further purification. Starting materials: O (water), ClC1C(CCCC1)=O (2-chlorocyclohexanone), C([O-])([O-])=O.[K+].[K+] (potassium carbonate), [N+](=O)([O-])C=1N=CNC1 (4-nitroimidazole). The solvent is C(C)#N (acetonitrile). Product: [N+](=O)([O-])C=1N=CN(C1)C1C(CCCC1)=O (2-(4-Nitroimidazol-1-yl)cyclohexanone). Isolated yield 56.2%. Reaction SMILES: Cl[CH:2]1[CH2:7][CH2:6][CH2:5][CH2:4][C:3]1=[O:8].C(=O)([O-])[O-].[K+].[K+].[N+:15]([C:18]1[N:19]=[CH:20][NH:21][CH:22]=1)([O-:17])=[O:16].O>C(#N)C>[N+:15]([C:18]1[N:19]=[CH:20][N:21]([CH:2]2[CH2:7][CH2:6][CH2:5][CH2:4][C:3]2=[O:8])[CH:22]=1)([O-:17])=[O:16] |f:1.2.3|. Procedure details: 84.0 ml (0.736 mol) of 2-chlorocyclohexanone and 92.54 g (0.670 mol) of potassium carbonate were added to a suspension of 75.16 g (0.885 mol) of 4-nitroimidazole in 1 l of acetonitrile. The obtained mixture was heated under reflux for 18 hours and cooled by allowing to stand, followed by the addition of water. The obtained mixture was extracted with ethyl acetate. The obtained organic phase was washed with a saturated aqueous solution of common salt, dried over anhydrous magnesium sulfate, and c... Reactants: O=C=NS(=O)(=O)c1cccc(Cl)c1Cl, N, C1CCOC1. The product is NC(=O)NS(=O)(=O)c1cccc(Cl)c1Cl. Reaction SMILES: [Cl:1][c:2]1[c:3]([S:9](=[O:10])(=[O:11])[N:12]=[C:13]=[O:14])[cH:4][cH:5][cH:6][c:7]1[Cl:8].[NH3:15].[O:16]1[CH2:17][CH2:18][CH2:19][CH2:20]1>>[Cl:1][c:2]1[c:3]([S:9](=[O:10])(=[O:11])[NH:12][C:13](=[O:14])[NH2:15])[cH:4][cH:5][cH:6][c:7]1[Cl:8]. Reactants: CC(C)([O-])C.[K+] (potassium t-butoxide), CS(=O)C (DMSO), C(C1=CC=CC=C1)OC[C@H]1N(CCC1)S(=O)(=O)C=1C=C2C3(C(NC2=CC1)=O)OCCCO3 (5′-({(2S)-2-[(benzyloxy)methyl]pyrrolidin-1-yl}sulfonyl)spiro[1,3-dioxane-2,3′-indol]-2′(1′H)-one), ClCC(C#N)(C)C (3-chloro-2,2-dimethylpropionitrile). Solvent: O (H2O). Reaction conditions: temperature 132 celsius, time 20 minute. Yields the product C(C1=CC=CC=C1)OC[C@H]1N(CCC1)S(=O)(=O)C=1C=C2C3(C(N(C2=CC1)CC(C#N)(C)C)=O)OCCCO3 (3-[5′-({(2S)-2-[(Benzyloxy)methyl]pyrrolidin-1-yl}sulfonyl)-2′-oxospiro[1,3-dioxane-2,3′-indol]-1′(2′H)-yl]-2,2-dimethylpropanenitrile). Yield: 66.0%. Reaction SMILES: CC(C)([O-])C.[K+].CS(C)=O.[CH2:11]([O:18][CH2:19][C@@H:20]1[CH2:24][CH2:23][CH2:22][N:21]1[S:25]([C:28]1[CH:29]=[C:30]2[C:34](=[CH:35][CH:36]=1)[NH:33][C:32](=[O:37])[C:31]12[O:42][CH2:41][CH2:40][CH2:39][O:38]1)(=[O:27])=[O:26])[C:12]1[CH:17]=[CH:16][CH:15]=[CH:14][CH:13]=1.Cl[CH2:44][C:45]([CH3:49])([CH3:48])[C:46]#[N:47]>O>[CH2:11]([O:18][CH2:19][C@@H:20]1[CH2:24][CH2:23][CH2:22][N:21]1[S:25]([C:28]1[CH:29]=[C:30]2[C:34](=[CH:35][CH:36]=1)[N:33]([CH2:44][C:45]([CH3:49])([CH3:48])[C:46]#[N:47])[C:32](=[O:37])[C:31]12[O:38][CH2:39][CH2:40][CH2:41][O:42]1)(=[O:26])=[O:27])[C:12]1[CH:17]=[CH:16][CH:15]=[CH:14][CH:13]=1 |f:0.1|. Reported procedure: To a solution of potassium t-butoxide (3.58 g, 31.9 mmol, 1.2 eq) in anhyd DMSO (72 mL) was added 5′-({(2S)-2-[(benzyloxy)methyl]pyrrolidin-1-yl}sulfonyl)spiro[1,3-dioxane-2,3′-indol]-2′(1′H)-one (12.20 g, 26.6 mmol ) all at one time under a dry N2 atmosphere. After stirring 20 minutes, 3-chloro-2,2-dimethylpropionitrile (9.38 g, 79.8 mmol, 3 eq) was added drop-wise and the reaction was heated at 132° C. for 21 hr. After cooling in an ice bath, the reaction mixture was poured into H2O and extrac...